Task: describe an organic reaction: reactants, conditions, products, and yield. Dataset: the Open Reaction Database (ORD), a public repository of structured organic reaction records The reactants are FC(C1=C(C=O)C=CC=C1)(F)F (2-trifluoromethyibenzaldehyde), C(CC(=O)C)(=O)OC (methyl acetoacetate), O1C(CCC1)COC(\C=C(\C)/N)=O ((tetrahydrofuran-2-ylmethyl)-3-aminocrotonate). Run in CC(C)O (2-propanol). Product: O1C(CCC1)COC(=O)C=1C(C(=C(NC1C)C)C(=O)OC)C1=C(C=CC=C1)C(F)(F)F (2,6-Dimethyl-4-(2-trifluoromethylphenyl)-1,4-dihydropyridine-3,5-dicarboxylic acid 3-methyl ester 5-(tetrahydrofuran-2-ylmethyl) ester). RXN SMILES: [F:1][C:2]([F:12])([F:11])[C:3]1[CH:10]=[CH:9][CH:8]=[CH:7][C:4]=1[CH:5]=O.[C:13]([O:19][CH3:20])(=[O:18])[CH2:14][C:15]([CH3:17])=O.[O:21]1[CH2:25][CH2:24][CH2:23][CH:22]1[CH2:26][O:27][C:28](=[O:33])/[CH:29]=[C:30](\[NH2:32])/[CH3:31]>CC(O)C>[O:21]1[CH2:25][CH2:24][CH2:23][CH:22]1[CH2:26][O:27][C:28]([C:29]1[CH:5]([C:4]2[CH:7]=[CH:8][CH:9]=[CH:10][C:3]=2[C:2]([F:12])([F:11])[F:1])[C:14]([C:13]([O:19][CH3:20])=[O:18])=[C:15]([CH3:17])[NH:32][C:30]=1[CH3:31])=[O:33]. Reported procedure: A solution of 90 ml (118.8 g; 0.68 mol) of 2-trifluoromethyibenzaldehyde, 75 ml (79.23 g; 0.68 mol) of methyl acetoacetate and 126.38 g (0.68 mol) of (tetrahydrofuran-2-ylmethyl)-3-aminocrotonate in 700 ml of 2-propanol, was refluxed in the absence of light along 10 hours. Reaction SMILES: [CH2:1]([OH:6])[CH2:2][CH2:3][CH:4]=[CH2:5].[H-].[Na+].Cl[C:10]1[C:11]([C:15]2[CH:16]=[N:17][CH:18]=[CH:19][CH:20]=2)=[N:12][S:13][N:14]=1.O>O1CCCC1>[CH2:1]([O:6][C:10]1[C:11]([C:15]2[CH:16]=[N:17][CH:18]=[CH:19][CH:20]=2)=[N:12][S:13][N:14]=1)[CH2:2][CH2:3][CH:4]=[CH2:5] |f:1.2|. Reported procedure: To a solution of 4-penten-1-ol (640 mg, 7.5 mmol) and sodium hydride (260 mg, 7.5 mmol) in dry tetrahydrofuran was added a solution of 3-(4-chloro-1,2,5-thiadiazol-3-yl)pyridine (490 mg, 2.5 mmol) in dry tetrahydrofuran. The reaction mixture was stirred at room temperature for 1 h. Water was added and the mixture was extracted with ether. The ether phase was dried and evaporated to give the title compound. Run in O1CCCC1 (tetrahydrofuran), O1CCCC1 (tetrahydrofuran). Product: C(CCC=C)OC=1C(=NSN1)C=1C=NC=CC1 (3-(4-(4-pentenyloxy)-1,2,5-thiadiazol-3-yl)pyridine). Reactants: O (Water), C(CCC=C)O (4-penten-1-ol), [H-].[Na+] (sodium hydride), ClC=1C(=NSN1)C=1C=NC=CC1 (3-(4-chloro-1,2,5-thiadiazol-3-yl)pyridine). Run at time 1 hour. The reactants are COc1ccc(S(=O)(=O)N2CC=CCC(COCc3ccccc3)C2C(=O)O)cc1, COc1ccc(S(=O)(=O)N2CC=CCC(COC(C)=O)C2C(=O)NO)cc1. Yields the product COc1ccc(S(=O)(=O)N2CC=CCC(COCc3ccccc3)C2C(=O)NO)cc1. RXN SMILES: [CH2:1]([c:2]1[cH:3][cH:4][cH:5][cH:6][cH:7]1)[O:8][CH2:9][CH:10]1[CH:11]([C:28](=[O:29])[OH:30])[N:12]([S:17](=[O:18])(=[O:19])[c:20]2[cH:21][cH:22][c:23]([O:26][CH3:27])[cH:24][cH:25]2)[CH2:13][CH:14]=[CH:15][CH2:16]1.[OH:31][NH:32][C:33]([CH:34]1[CH:35]([CH2:36][O:37][C:38](=[O:39])[CH3:40])[CH2:41][CH:42]=[CH:43][CH2:44][N:45]1[S:46]([c:47]1[cH:48][cH:49][c:50]([O:51][CH3:52])[cH:53][cH:54]1)(=[O:55])=[O:56])=[O:57]>>[CH2:1]([c:2]1[cH:3][cH:4][cH:5][cH:6][cH:7]1)[O:8][CH2:9][CH:10]1[CH:11]([C:28](=[O:30])[NH:32][OH:31])[N:12]([S:17](=[O:18])(=[O:19])[c:20]2[cH:21][cH:22][c:23]([O:26][CH3:27])[cH:24][cH:25]2)[CH2:13][CH:14]=[CH:15][CH2:16]1. The reactants are C(CO)O (ethylene glycol), OCC(C)(CO)C (neopentyl glycol), CCC(C)(C)C(=O)O[C@H]1C[C@H](C=C2[C@H]1[C@H]([C@H](C=C2)C)CC[C@@H]3C[C@H](CC(=O)O3)O)C.B([O-])[O-] (Simvastatin boronate), C(CCO)O (1,3-propanediol). Solvent: diol, O (water). The product is CCC(C)(C)C(=O)O[C@H]1C[C@H](C=C2[C@H]1[C@H]([C@H](C=C2)C)CC[C@@H]3C[C@H](CC(=O)O3)O)C (simvastatin). RXN SMILES: [CH3:1][CH2:2][C:3]([C:6]([O:8][C@@H:9]1[C@@H:14]2[C@@H:15]([CH2:20][CH2:21][C@H:22]3[O:28][C:26](=[O:27])[CH2:25][C@H:24]([OH:29])[CH2:23]3)[C@@H:16]([CH3:19])[CH:17]=[CH:18][C:13]2=[CH:12][C@H:11]([CH3:30])[CH2:10]1)=[O:7])([CH3:5])[CH3:4].B([O-])[O-].C(O)CO.C(O)CCO.OCC(C)(CO)C>O>[CH3:1][CH2:2][C:3]([C:6]([O:8][C@@H:9]1[C@@H:14]2[C@@H:15]([CH2:20][CH2:21][C@H:22]3[O:28][C:26](=[O:27])[CH2:25][C@H:24]([OH:29])[CH2:23]3)[C@@H:16]([CH3:19])[CH:17]=[CH:18][C:13]2=[CH:12][C@H:11]([CH3:30])[CH2:10]1)=[O:7])([CH3:5])[CH3:4] |f:0.1|. Reported procedure: Simvastatin boronate (III) is heated in the presence of a suitable diol solvent selected from ethylene glycol, 1,3-propanediol, or neopentyl glycol, under thermal conditions. The product is isolated by concentration of the reaction mixture, dilution with water, and extraction with an organic solvent. The organic solvent is concentrated to a minimum volume and simvastatin is isolated by the addition of a cosolvent and filtration. The reactants are COC1=CN=CC(=N1)N (6-Methoxy-pyrazin-2-ylamine), C(C1=CC=CC=C1)(=O)N=C=S (benzoylisothiocyanate). Run in C(C)O (ethanol). Conditions: temperature 80 celsius, time 10 minute. Product: COC1=CN=CC(=N1)NC(=S)N ((6-Methoxy-pyrazin-2-yl)-thiourea). RXN SMILES: [CH3:1][O:2][C:3]1[N:8]=[C:7]([NH2:9])[CH:6]=[N:5][CH:4]=1.C([N:18]=[C:19]=[S:20])(=O)C1C=CC=CC=1>C(O)C>[CH3:1][O:2][C:3]1[N:8]=[C:7]([NH:9][C:19]([NH2:18])=[S:20])[CH:6]=[N:5][CH:4]=1. Procedure details: 6-Methoxy-pyrazin-2-ylamine (0.85 g, 6.8 mmol) is dissolved in ethanol (7 ml) and benzoylisothiocyanate (0.91 ml) is added dropwise. The mixture is heated to 80° C. with stirring for 10 minutes then allowed to cool to room temperature. The solvent is removed in vacuo and the resulting solid dissolved in 1M sodium hydroxide (15 ml) and heated under reflux for 1 hour. The resultant suspension is filtered and the solid washed with water and a little cold ethanol. The solid is dried in vacuo to yiel... Starting materials: B(F)(F)F.O(CC)CC (BF3 OEt2), [N+](=[N-])=CC(=O)OCC (ethyl diazoacetate), C(C)OC(=O)N1CCC(CC1)=O (4-Oxo-piperidine-1-carboxylic acid ethyl ester). Solvent: CCOCC (Et2O), CCOCC (Et2O). Run at temperature -30 celsius, time 3 hour. Yields the product C(C)OC(=O)N1CCC(C(CC1)=O)C(=O)OCC (5-Oxo-azepane-1,4-dicarboxylic acid diethyl ester). The yield is 101.0%. RXN SMILES: [CH2:1]([O:3][C:4]([N:6]1[CH2:11][CH2:10][C:9](=[O:12])[CH2:8][CH2:7]1)=[O:5])[CH3:2].B(F)(F)F.O(CC)CC.[N+](=[CH:24][C:25]([O:27][CH2:28][CH3:29])=[O:26])=[N-]>CCOCC>[CH2:1]([O:3][C:4]([N:6]1[CH2:7][CH2:8][C:9](=[O:12])[CH:24]([C:25]([O:27][CH2:28][CH3:29])=[O:26])[CH2:10][CH2:11]1)=[O:5])[CH3:2] |f:1.2|. Reported procedure: 4-Oxo-piperidine-1-carboxylic acid ethyl ester (20 g, 117 mmol) was dissolved in 120 mL Et2O and cooled to −30° C. BF3-OEt2 (14.8 mL) and ethyl diazoacetate (16 mL, 152 mmol) were added simultaneously (each in 15 mL Et2O) over the course of 30 minutes, maintaining an internal temperature of approximately −20° C. The reaction was warmed to room temperature and stirred for 3 hours after which time the reaction was quenched carefully with 30% K2CO3 (60 mL). The organic layer was dried over K2CO3 an... Reaction SMILES: [NH2:1]OS(O)(=O)=O.[OH-].[Na+].[Cl:9][C:10]1[C:11]2[C:15]([CH:16]=[CH:17][CH:18]=1)=[N:14][N:13]([CH3:19])[C:12]=2[S:20]([O-:22])=[O:21].[Li+]>O>[Cl:9][C:10]1[C:11]2[C:15]([CH:16]=[CH:17][CH:18]=1)=[N:14][N:13]([CH3:19])[C:12]=2[S:20]([NH2:1])(=[O:22])=[O:21] |f:1.2,3.4|. Yields the product ClC=1C2=C(N(N=C2C=CC1)C)S(=O)(=O)N (4-chloro-2-methyl-2H-indazole-3-sulfonamide). Yield: 69.8%. Starting materials: NOS(=O)(=O)O (hydroxylamine-O-sulfonic acid), ClC=1C2=C(N(N=C2C=CC1)C)S(=O)[O-].[Li+] (lithium 4-chloro-2-methyl-2H-indazole-3-sulfinate), [OH-].[Na+] (sodium hydroxide). Reaction conditions: time 12 hour. Reported procedure: 45.2 g (0.4 mol) of hydroxylamine-O-sulfonic acid was gradually added to a solution containing 16 g (0.4 mol) of sodium hydroxide in water (300 ml) under cooling with ice (<10° C.). This solution was added all at once to a solution of the previously prepared crude lithium 4-chloro-2-methyl-2H-indazole-3-sulfinate in water (100 ml). The mixture was stirred at room temperature for 12 hours. Formed crystals were collected by filtration to obtain 17.1 g (yield: 69.8%) of the desired 4-chloro-2-methy... Run in O (water), O (water).